Dataset: the Open Reaction Database (ORD), a public repository of structured organic reaction records. Task: describe an organic reaction: reactants, conditions, products, and yield Starting materials: FC(C1=CC=C(CNC=2C3=CC=CC=C3N=C3CCCC(C23)=O)C=C1)(F)F (3,4-dihydro-9-(4-trifluoromethylbenzylamino)acridin-1(2H)-one), [H-].[H-].[H-].[H-].[Li+].[Al+3] (LiAlH4), [Cl-].[NH4+] (ammonium chloride). The solvent is C1CCOC1 (THF), C1CCOC1 (THF). Reaction conditions: temperature 10 celsius, time 0.5 hour. The product is FC(C1=CC=C(CNC=2C3=CC=CC=C3N=C3CCCC(C23)O)C=C1)(F)F (1,2,3,4-Tetrahydro-9-(4-trifluoromethylbenzylamino)acridin-1-ol). Yield: 76.3%. Reaction SMILES: [F:1][C:2]([F:27])([F:26])[C:3]1[CH:25]=[CH:24][C:6]([CH2:7][NH:8][C:9]2[C:10]3[C:15]([N:16]=[C:17]4[C:22]=2[C:21](=[O:23])[CH2:20][CH2:19][CH2:18]4)=[CH:14][CH:13]=[CH:12][CH:11]=3)=[CH:5][CH:4]=1.[H-].[H-].[H-].[H-].[Li+].[Al+3].[Cl-].[NH4+]>C1COCC1>[F:26][C:2]([F:1])([F:27])[C:3]1[CH:4]=[CH:5][C:6]([CH2:7][NH:8][C:9]2[C:10]3[C:15]([N:16]=[C:17]4[C:22]=2[CH:21]([OH:23])[CH2:20][CH2:19][CH2:18]4)=[CH:14][CH:13]=[CH:12][CH:11]=3)=[CH:24][CH:25]=1 |f:1.2.3.4.5.6,7.8|. Reported procedure: In 100 ml of dry THF was dissolved 2.49 g of 3,4-dihydro-9-(4-trifluoromethylbenzylamino)acridin-1(2H)-one. The mechanically stirred solution was cooled under nitrogen to 10° C. and 3.4 of 1M LiAlH4 in THF was added dropwise over 10 minutes. After 1/2 hour of stirring, the reaction was complete. It was neutralized with 1 ml of saturated ammonium chloride solution and the resulting salts were filtered. The filtrate was evaporated to a solid which was recrystallized from 1:1 dichloromethane/pentan... The product is CCOc1cc(C=O)ccc1C. As a reaction SMILES: [CH2:11]([CH3:12])[I:13].[K+:14].[K+:15].[O-:16][C:17]([O-:18])=[O:19].[O:20]=[CH:21][N:22]([CH3:23])[CH3:24].[OH:1][c:2]1[cH:3][c:4]([CH:5]=[O:6])[cH:7][cH:8][c:9]1[CH3:10]>>[O:1]([c:2]1[cH:3][c:4]([CH:5]=[O:6])[cH:7][cH:8][c:9]1[CH3:10])[CH2:11][CH3:12]. Reactants: CCI, [K+], [K+], O=C([O-])[O-], CN(C)C=O, Cc1ccc(C=O)cc1O. Run in C(C)OCC (diethyl ether), C1CCOC1 (THF). Procedure: The product from Example 5, 8, is dissolved in THF (500 mL) and diisopropylethylamine (12.9 g, 0.1 mol) is added, followed by N-(2-t-butyloxycarbonylaminoethyl)glycine ethyl ester (24.6 g, 0.1 mol) and the solution stirred for 12 hours. The reaction is diluted with 1000 mL of diethyl ether and extracted 3 times with 0.1N HC1 solution. The organic layer is washed with diluted sodium bicarbonate solution, dried, filtered and evaporated to give a solid. RXN SMILES: Cl[C:2]([NH:4][N:5]1[CH:13]=[C:11]([CH3:12])[C:9](=[O:10])[NH:8][C:6]1=[O:7])=[O:3].C(N(C(C)C)CC)(C)C.[CH2:23]([O:25][C:26](=[O:39])[CH2:27][NH:28][CH2:29][CH2:30][NH:31][C:32]([O:34][C:35]([CH3:38])([CH3:37])[CH3:36])=[O:33])[CH3:24]>C1COCC1.C(OCC)C>[CH2:23]([O:25][C:26](=[O:39])[CH2:27][N:28]([CH2:29][CH2:30][NH:31][C:32]([O:34][C:35]([CH3:38])([CH3:37])[CH3:36])=[O:33])[C:2]([NH:4][N:5]1[CH:13]=[C:11]([CH3:12])[C:9](=[O:10])[NH:8][C:6]1=[O:7])=[O:3])[CH3:24]. Starting materials: C(C)(C)N(CC)C(C)C (diisopropylethylamine), ClC(=O)NN1C(=O)NC(=O)C(C)=C1 (1-(Chlorocarbonylamino)-thymine), C(C)OC(CNCCNC(=O)OC(C)(C)C)=O (N-(2-t-butyloxycarbonylaminoethyl)glycine ethyl ester). Reaction conditions: time 12 hour. Yields the product C(C)OC(CN(C(=O)NN1C(=O)NC(=O)C(C)=C1)CCNC(=O)OC(C)(C)C)=O (N-(2-t-Butyloxycarbonylaminoethyl)-N-(thymin-1-yl-amino-carbonyl)glycine ethyl ester). The reactants are CC=1C=C(C(=O)O)C=CC1C(=O)N1CCCC1 (3-methyl-4-(pyrrolidin-1-ylcarbonyl)benzoic acid), CN(C)C(=[N+](C)C)ON1C2=C(C=CC=C2)N=N1.[B-](F)(F)(F)F (TBTU), C(C)(C)N(CC)C(C)C (diisopropylethylamine), C(C1=CC=CC=C1)OC(=O)NCCC(C1=NC2=C(N1)C=CC(=C2)Cl)N (3-(benzyloxycarbonylamino)-1-(5-chloro-1H-benzimidazol-2-yl)propylamine), ClCl (chlorine), C31H32ClN5O4, ClCl (chlorine). The solvent is O1CCCC1 (tetrahydrofuran), ClCCl.CO (dichloromethane methanol). Yields the product C(C1=CC=CC=C1)OC(=O)NCC[C@@H](C1=NC2=C(N1)C=CC(=C2)Cl)NC(C2=CC(=C(C=C2)C(=O)N2CCCC2)C)=O (N-[(1S)-3-(benzyloxycarbonylamino)-1-(5-chloro-1H-benzimidazol-2-yl)propyl]-3-methyl-4-(pyrrolidin-1-ylcarbonyl)benzamide). The yield is 87.0%. Reaction SMILES: [CH3:1][C:2]1[CH:3]=[C:4]([CH:8]=[CH:9][C:10]=1[C:11]([N:13]1[CH2:17][CH2:16][CH2:15][CH2:14]1)=[O:12])[C:5]([OH:7])=O.CN(C(ON1N=NC2C=CC=CC1=2)=[N+](C)C)C.[B-](F)(F)(F)F.C(N(C(C)C)CC)(C)C.[CH2:49]([O:56][C:57]([NH:59][CH2:60][CH2:61][CH:62]([NH2:73])[C:63]1[NH:67][C:66]2[CH:68]=[CH:69][C:70]([Cl:72])=[CH:71][C:65]=2[N:64]=1)=[O:58])[C:50]1[CH:55]=[CH:54][CH:53]=[CH:52][CH:51]=1.ClCl>O1CCCC1.ClCCl.CO>[CH2:49]([O:56][C:57]([NH:59][CH2:60][CH2:61][C@H:62]([NH:73][C:5](=[O:7])[C:4]1[CH:8]=[CH:9][C:10]([C:11]([N:13]2[CH2:17][CH2:16][CH2:15][CH2:14]2)=[O:12])=[C:2]([CH3:1])[CH:3]=1)[C:63]1[NH:67][C:66]2[CH:68]=[CH:69][C:70]([Cl:72])=[CH:71][C:65]=2[N:64]=1)=[O:58])[C:50]1[CH:51]=[CH:52][CH:53]=[CH:54][CH:55]=1 |f:1.2,7.8|. Procedure details: Prepared analogously to Example 1g from 3-methyl-4-(pyrrolidin-1-ylcarbonyl)benzoic acid, TBTU, diisopropylethylamine, and (1S)-[3-(benzyloxycarbonylamino)-1-(5-chloro-1H-benzimidazol-2-yl)propylamine in tetrahydrofuran. Yield: 87%; Rf value: 0.50 (silica gel; dichloromethane/methanol=9:1); C31H32ClN5O4 (574.08); mass spectrum: (M+H)+=574/576 (chlorine isotope) and (M−H)−=572/574 (chlorine isotope).